Dataset: the Open Reaction Database (ORD), a public repository of structured organic reaction records. Task: describe an organic reaction: reactants, conditions, products, and yield The reactants are CO, CSc1ccc(C(CC2CC(=O)C2)C(=O)O)cc1Cl, [O-][I+3]([O-])([O-])[O-], [K+], O=[Mn](=O)(=O)[O-], [Na+], O. Product: CS(=O)(=O)c1ccc(C(CC2CC(=O)C2)C(=O)O)cc1Cl. Reaction SMILES: [CH3:33][OH:34].[Cl:7][c:8]1[cH:9][c:10]([CH:16]([C:17](=[O:18])[OH:19])[CH2:20][CH:21]2[CH2:22][C:23](=[O:25])[CH2:24]2)[cH:11][cH:12][c:13]1[S:14][CH3:15].[I+3:1]([O-:2])([O-:3])([O-:4])[O-:5].[K+:31].[Mn:26](=[O:27])([O-:28])(=[O:29])=[O:30].[Na+:6].[OH2:32]>>[Cl:7][c:8]1[cH:9][c:10]([CH:16]([C:17](=[O:18])[OH:19])[CH2:20][CH:21]2[CH2:22][C:23](=[O:25])[CH2:24]2)[cH:11][cH:12][c:13]1[S:14]([CH3:15])(=[O:27])=[O:32]. Reactants: CN1C(C(NC2=C(C1)C=CC=C2)CC(=O)OC)=O (Methyl 2,3,4,5-tetrahydro-4-methyl-3-oxo-1H-1,4-benzodiazepine-2-acetate), BrN1C(CCC1=O)=O (N-Bromosuccinimide). Solvent: C(Cl)Cl (CH2Cl2). Run at temperature 28 celsius, time 1 hour. Product: BrC=1C=CC2=C(CN(C(C(N2)CC(=O)OC)=O)C)C1 (Methyl 2,3,4,5-tetrahydro-7-bromo-4-methyl-3-oxo-1H-1,4-benzodiazepine-2-acetate). The yield is 93.0%. Reaction SMILES: [CH3:1][N:2]1[CH2:8][C:7]2[CH:9]=[CH:10][CH:11]=[CH:12][C:6]=2[NH:5][CH:4]([CH2:13][C:14]([O:16][CH3:17])=[O:15])[C:3]1=[O:18].[Br:19]N1C(=O)CCC1=O>C(Cl)Cl>[Br:19][C:10]1[CH:11]=[CH:12][C:6]2[NH:5][CH:4]([CH2:13][C:14]([O:16][CH3:17])=[O:15])[C:3](=[O:18])[N:2]([CH3:1])[CH2:8][C:7]=2[CH:9]=1. Procedure details: Methyl 2,3,4,5-tetrahydro-4-methyl-3-oxo-1H-1,4-benzodiazepine-2-acetate (100 g, 0.4 mole) and n-Bu4 N Br (13 g, 0.04 mole) were added to CH2Cl2 (1.0 liter) and refluxed for 0.5 hr. The reaction mixture was cooled to 28° C. and N-Bromosuccinimide added in small portions (72.8 g, 0.41 mole). The reaction was stirred at ambient temperature for 1.0 hr then washed with 5% NaHCO3 solution (400 ml) then water (2×400 ml) CH2Cl2 (800 ml) was replaced with hexane (800 ml) via ‘put and take’ distillation,... Starting materials: CC=1C=C(CBr)C=CC1 (3-methylbenzyl bromide), COC(=O)C1CC2=C(CN1C(C(C1=CC=CC=C1)C1=CC=CC=C1)=O)N(CN2)CC(C2=CC=CC=C2)=O (methyl-5-diphenylacetyl-3-(2-oxo-2-phenyl- ethyl)-4,5,6,7-tetrahydro-1H-imidazo[4,5-c]pyridine-6-carboxylate), C(C)#N (acetonitrile). Solvent: CCOCC (ether). Yields the product COC(=O)C1CC2=C(CN1C(C(C1=CC=CC=C1)C1=CC=CC=C1)=O)N=CN2CC2=CC(=CC=C2)C (Methyl-1-(3-methylphenyl)methyl-5-diphenylacetyl-4,5,6,7-tetrahydro-1H-imidazo[4,5-c]pyridine-6-carboxylate). As a reaction SMILES: [CH3:1][C:2]1[CH:3]=[C:4]([CH:7]=[CH:8][CH:9]=1)[CH2:5]Br.[CH3:10][O:11][C:12]([CH:14]1[N:19]([C:20](=[O:34])[CH:21]([C:28]2[CH:33]=[CH:32][CH:31]=[CH:30][CH:29]=2)[C:22]2[CH:27]=[CH:26][CH:25]=[CH:24][CH:23]=2)[CH2:18][C:17]2[N:35](CC(=O)C3C=CC=CC=3)[CH2:36][NH:37][C:16]=2[CH2:15]1)=[O:13].C(#N)C>CCOCC>[CH3:10][O:11][C:12]([CH:14]1[N:19]([C:20](=[O:34])[CH:21]([C:22]2[CH:27]=[CH:26][CH:25]=[CH:24][CH:23]=2)[C:28]2[CH:33]=[CH:32][CH:31]=[CH:30][CH:29]=2)[CH2:18][C:17]2[N:35]=[CH:36][N:37]([CH2:5][C:4]3[CH:7]=[CH:8][CH:9]=[C:2]([CH3:1])[CH:3]=3)[C:16]=2[CH2:15]1)=[O:13]. Procedure: A solution of 2.7 mL 3-methylbenzyl bromide, 5.0 g methyl-5-diphenylacetyl-3-(2-oxo-2-phenyl- ethyl)-4,5,6,7-tetrahydro-1H-imidazo[4,5-c]pyridine-6-carboxylate and 50 mL acetonitrile is heated at reflux 4 hr. The cooled solution is added dropwise to 750 mL vigorously stirred ether and the resulting precipitate is collected by filtration. This precipitate is dissolved in 75 mL methanol and treated with 16 g zinc dust and 75 mL acetic acid. The resulting suspension is sonicated 6 hr then the solut... The reactants are C(CCC)(=O)OCC(C)O (1-butyryloxy-2-propanol), C(CCCCCCC)C1=CC=C(C=C1)C1=CC=C(C(=O)Cl)C=C1 (p-(p-n-octylphenyl)-benzoic acid chloride), C1(=CC=CC=C1)C (toluene). The solvent is N1=CC=CC=C1 (pyridine). The product is C(CCC)(=O)OCC(C)OC(C1=CC=C(C=C1)C1=CC=C(C=C1)CCCCCCCC)=O (1-butyryloxy-2-[p-(p-n-octylphenyl)-benzoyloxy]-propane). As a reaction SMILES: [C:1]([O:6][CH2:7][CH:8]([OH:10])[CH3:9])(=[O:5])[CH2:2][CH2:3][CH3:4].[CH2:11]([C:19]1[CH:24]=[CH:23][C:22]([C:25]2[CH:33]=[CH:32][C:28]([C:29](Cl)=[O:30])=[CH:27][CH:26]=2)=[CH:21][CH:20]=1)[CH2:12][CH2:13][CH2:14][CH2:15][CH2:16][CH2:17][CH3:18].C1(C)C=CC=CC=1>N1C=CC=CC=1>[C:1]([O:6][CH2:7][CH:8]([O:10][C:29](=[O:30])[C:28]1[CH:27]=[CH:26][C:25]([C:22]2[CH:23]=[CH:24][C:19]([CH2:11][CH2:12][CH2:13][CH2:14][CH2:15][CH2:16][CH2:17][CH3:18])=[CH:20][CH:21]=2)=[CH:33][CH:32]=1)[CH3:9])(=[O:5])[CH2:2][CH2:3][CH3:4]. Reported procedure: 0,75 g of optically active 1-butyryloxy-2-propanol [obtainable by esterification of (S)-1,2-propanediol], 1,7 g of p-(p-n-octylphenyl)-benzoic acid chloride, 20 ml of toluene and 2,1 ml of pyridine are boiled under reflux for 6 hours. The pyridinium chloride is filtered off hot with suction and the filtrate is worked up in the customary manner. Optically active 1-butyryloxy-2-[p-(p-n-octylphenyl)-benzoyloxy]-propane is obtained. The reactants are CCN(C(C)C)C(C)C, O=C(Cl)c1ccccc1F, Nc1cc(NC2CC2)n2ncc(C=O)c2n1, C1CCOC1. Yields the product O=Cc1cnn2c(NC3CC3)cc(NC(=O)c3ccccc3F)nc12. As a reaction SMILES: [CH:27]([N:28]([CH2:29][CH3:30])[CH:31]([CH3:32])[CH3:33])([CH3:34])[CH3:35].[F:17][c:18]1[c:19]([C:20](=[O:21])[Cl:22])[cH:23][cH:24][cH:25][cH:26]1.[NH2:1][c:2]1[n:3][c:4]2[n:5]([c:6]([NH:8][CH:9]3[CH2:10][CH2:11]3)[cH:7]1)[n:12][cH:13][c:14]2[CH:15]=[O:16].[O:36]1[CH2:37][CH2:38][CH2:39][CH2:40]1>>[NH:1]([c:2]1[n:3][c:4]2[n:5]([c:6]([NH:8][CH:9]3[CH2:10][CH2:11]3)[cH:7]1)[n:12][cH:13][c:14]2[CH:15]=[O:16])[C:20]([c:19]1[c:18]([F:17])[cH:26][cH:25][cH:24][cH:23]1)=[O:21]. Starting materials: CCO, CCc1sc(C(=O)C2CCCCC2)cc1C(Nc1ccc(C(=O)OC)cc1)C1CCCCC1, [Na+], C1CCOC1, [OH-]. Product: CCc1sc(C(=O)C2CCCCC2)cc1C(Nc1ccc(C(=O)O)cc1)C1CCCCC1. RXN SMILES: [CH3:41][CH2:42][OH:43].[CH:1]1([CH:7]([c:8]2[c:9]([CH2:21][CH3:22])[s:10][c:11]([C:13](=[O:14])[CH:15]3[CH2:16][CH2:17][CH2:18][CH2:19][CH2:20]3)[cH:12]2)[NH:23][c:24]2[cH:25][cH:26][c:27]([C:28](=[O:29])[O:30][CH3:31])[cH:32][cH:33]2)[CH2:2][CH2:3][CH2:4][CH2:5][CH2:6]1.[Na+:40].[O:34]1[CH2:35][CH2:36][CH2:37][CH2:38]1.[OH-:39]>>[CH:1]1([CH:7]([c:8]2[c:9]([CH2:21][CH3:22])[s:10][c:11]([C:13](=[O:14])[CH:15]3[CH2:16][CH2:17][CH2:18][CH2:19][CH2:20]3)[cH:12]2)[NH:23][c:24]2[cH:25][cH:26][c:27]([C:28](=[O:29])[OH:30])[cH:32][cH:33]2)[CH2:2][CH2:3][CH2:4][CH2:5][CH2:6]1. The reactants are FC(C(=O)O)(F)F (Trifluoroacetic acid), ClC=1C=C(C=NC1OC(C)C)C1=NC(=NO1)C=1C(=C2CCN(C(C2=CC1)CCCC(=O)O)C(=O)OC(C)(C)C)C (4-(6-(5-{5-chloro-6-[(1-methylethyl)oxy]-3-pyridinyl}-1,2,4-oxadiazol-3-yl)-2-{[(1,1-dimethylethyl)oxy]carbonyl}-5-methyl-1,2,3,4-tetrahydro-1-isoquinolinyl)butanoic acid). Run in ClCCl (dichloromethane). Run at time 2 hour. The product is ClC=1C=C(C=NC1OC(C)C)C1=NC(=NO1)C=1C(=C2CCNC(C2=CC1)CCCC(=O)O)C (4-[6-(5-{5-Chloro-6-[(1-methylethyl)oxy]-3-pyridinyl}-1,2,4-oxadiazol-3-yl)-5-methyl-1,2,3,4-tetrahydro-1-isoquinolinyl]butanoic acid). The yield is 61.3%. Reaction SMILES: FC(F)(F)C(O)=O.[Cl:8][C:9]1[CH:10]=[C:11]([C:19]2[O:23][N:22]=[C:21]([C:24]3[C:25]([CH3:47])=[C:26]4[C:31](=[CH:32][CH:33]=3)[CH:30]([CH2:34][CH2:35][CH2:36][C:37]([OH:39])=[O:38])[N:29](C(OC(C)(C)C)=O)[CH2:28][CH2:27]4)[N:20]=2)[CH:12]=[N:13][C:14]=1[O:15][CH:16]([CH3:18])[CH3:17]>ClCCl>[Cl:8][C:9]1[CH:10]=[C:11]([C:19]2[O:23][N:22]=[C:21]([C:24]3[C:25]([CH3:47])=[C:26]4[C:31](=[CH:32][CH:33]=3)[CH:30]([CH2:34][CH2:35][CH2:36][C:37]([OH:39])=[O:38])[NH:29][CH2:28][CH2:27]4)[N:20]=2)[CH:12]=[N:13][C:14]=1[O:15][CH:16]([CH3:18])[CH3:17]. Reported procedure: Trifluoroacetic acid (1.0 ml) was added to a stirred solution of 4-(6-(5-{5-chloro-6-[(1-methylethyl)oxy]-3-pyridinyl}-1,2,4-oxadiazol-3-yl)-2-{[(1,1-dimethylethyl)oxy]carbonyl}-5-methyl-1,2,3,4-tetrahydro-1-isoquinolinyl)butanoic acid (Preparation 34; 50 mg, 0.09 mmol) in dry dichloromethane (3 ml). The reaction mixture was stirred at room temperature for 2 hours. The solvents were evaporated and the residue co-evaporated with toluene. Trituration of the residue with diethyl ether gave a gummy ...